describe an organic reaction: reactants, conditions, products, and yield From a dataset of the Open Reaction Database (ORD), a public repository of structured organic reaction records. Reactants: C1(CCC(CC1)CO)CO (1,4-cyclohexanedimethanol), C1(CCCCCO1)=O (ε-caprolactone). Product: C1(CCCCC1)(CO)CO (cyclohexanedimethanol). Reaction SMILES: [CH:1]1([CH2:9][OH:10])[CH2:6][CH2:5][CH:4](CO)[CH2:3][CH2:2]1.C1(=O)[O:17][CH2:16]CCCC1>>[C:1]1([CH2:9][OH:10])([CH2:16][OH:17])[CH2:2][CH2:3][CH2:4][CH2:5][CH2:6]1. Procedure details: Using a procedure similar to that for Experiment 1, various ratios of 1,4-cyclohexanedimethanol were reacted with ε-caprolactone. Table 1 gives the ratio of moles to viscosity and amount of unreacted cyclohexanedimethanol.